From a dataset of the Open Reaction Database (ORD), a public repository of structured organic reaction records. describe an organic reaction: reactants, conditions, products, and yield Starting materials: CN(C)c1cccc(C(=O)c2nnnn2C)c1, Cl, NO, c1ccncc1. The product is CN(C)c1cccc(C(=NO)c2nnnn2C)c1. Reaction SMILES: [CH3:1][N:2]([c:3]1[cH:4][c:5]([C:9](=[O:10])[c:11]2[n:12][n:13][n:14][n:15]2[CH3:16])[cH:6][cH:7][cH:8]1)[CH3:17].[ClH:18].[NH2:19][OH:20].[cH:21]1[cH:22][cH:23][n:24][cH:25][cH:26]1>>[CH3:1][N:2]([c:3]1[cH:4][c:5]([C:9]([c:11]2[n:12][n:13][n:14][n:15]2[CH3:16])=[N:19][OH:20])[cH:6][cH:7][cH:8]1)[CH3:17].